Dataset: the Open Reaction Database (ORD), a public repository of structured organic reaction records. Task: describe an organic reaction: reactants, conditions, products, and yield Reactants: FC(C=1C=C(C=CC1)NC(=N)N)(F)F (N-(3-trifluoromethylphenyl)guanidine), C(C)N(CC)C(C(=O)OCC)C(=O)OCC (diethyl N,N-diethylaminomalonate), C([O-])([O-])=O.[K+].[K+] (potassium carbonate), Cl (HCl). Solvent: O (water), C(C)O (ethanol). Run at time 7 hour. The product is O=C1C(=CN=C(N1)NC1=CC(=CC=C1)C(F)(F)F)C(=O)OCC (ethyl 1,6-dihydro-6-oxo-2-(3-trifluoromethylanilino)-5-pyrimidinecarboxylate). Isolated yield 83.2%. As a reaction SMILES: [F:1][C:2]([F:14])([F:13])[C:3]1[CH:4]=[C:5]([NH:9][C:10]([NH2:12])=[NH:11])[CH:6]=[CH:7][CH:8]=1.C(N([CH:20]([C:26]([O:28]CC)=O)[C:21]([O:23][CH2:24][CH3:25])=[O:22])CC)C.[C:31](=O)([O-])[O-].[K+].[K+].Cl>O.C(O)C>[O:28]=[C:26]1[NH:12][C:10]([NH:9][C:5]2[CH:6]=[CH:7][CH:8]=[C:3]([C:2]([F:13])([F:14])[F:1])[CH:4]=2)=[N:11][CH:31]=[C:20]1[C:21]([O:23][CH2:24][CH3:25])=[O:22] |f:2.3.4|. Procedure: A mixture of N-(3-trifluoromethylphenyl)guanidine (10 g), diethyl N,N-diethylaminomalonate (11.8 g) and potassium carbonate (13.4 g) in water (100 ml) and ethanol (100 ml) is refluxed with stirring for 7 hours. After cooling, the mixture is acidified to pH 3 with 10% aqueous HCl. The precipitate is collected by filtration, washed with water and recrystallized from a mixture of DMF and water to give ethyl 1,6-dihydro-6-oxo-2-(3-trifluoromethylanilino)-5-pyrimidinecarboxylate (13.4 g). M.p. 229°-2... Reactants: [Al+3], CCOCC, [H-], [H-], [H-], [H-], [Li+], O=C(O)c1csc2c1CCCC2. Product: OCc1csc2c1CCCC2. RXN SMILES: [Al+3:14].[CH3:19][CH2:20][O:21][CH2:22][CH3:23].[H-:13].[H-:16].[H-:17].[H-:18].[Li+:15].[s:1]1[cH:2][c:3]([C:10](=[O:11])[OH:12])[c:4]2[c:5]1[CH2:6][CH2:7][CH2:8][CH2:9]2>>[s:1]1[cH:2][c:3]([CH2:10][OH:11])[c:4]2[c:5]1[CH2:6][CH2:7][CH2:8][CH2:9]2. Reactants: [Al+3], C1CCOC1, [H-], [H-], [H-], [H-], [Li+], CCC1(C(C)=O)CCCN(CC2COc3ccccc3O2)C1, O. The product is CCC1(C(C)O)CCCN(CC2COc3ccccc3O2)C1. RXN SMILES: [Al+3:2].[CH2:30]1[O:31][CH2:32][CH2:33][CH2:34]1.[H-:1].[H-:4].[H-:5].[H-:6].[Li+:3].[O:7]1[CH:8]([CH2:17][N:18]2[CH2:19][C:20]([CH2:24][CH3:25])([C:26]([CH3:27])=[O:28])[CH2:21][CH2:22][CH2:23]2)[CH2:9][O:10][c:11]2[c:12]1[cH:13][cH:14][cH:15][cH:16]2.[OH2:29]>>[O:7]1[CH:8]([CH2:17][N:18]2[CH2:19][C:20]([CH2:24][CH3:25])([CH:26]([CH3:27])[OH:28])[CH2:21][CH2:22][CH2:23]2)[CH2:9][O:10][c:11]2[c:12]1[cH:13][cH:14][cH:15][cH:16]2. Reactants: [K+], [K+], O=C([O-])[O-], COC(=O)c1ccc(NC(=O)C2(c3ccc4c(c3)OCO4)CC2)cc1-c1ccc(C(=O)N(C)C)cc1, CN(C)C=O. Product: CN(C)C(=O)c1ccc(-c2cc(NC(=O)C3(c4ccc5c(c4)OCO5)CC3)ccc2C(=O)O)cc1. RXN SMILES: [K+:42].[K+:43].[O-:44][C:45]([O-:46])=[O:47].[O:1]1[CH2:2][O:3][c:4]2[c:5]1[cH:6][cH:7][c:8]([C:10]1([C:13](=[O:14])[NH:15][c:16]3[cH:17][cH:18][c:19]([C:33](=[O:34])[O:35][CH3:36])[c:20](-[c:22]4[cH:23][cH:24][c:25]([C:28]([N:29]([CH3:30])[CH3:31])=[O:32])[cH:26][cH:27]4)[cH:21]3)[CH2:11][CH2:12]1)[cH:9]2.[O:37]=[CH:38][N:39]([CH3:40])[CH3:41]>>[O:1]1[CH2:2][O:3][c:4]2[c:5]1[cH:6][cH:7][c:8]([C:10]1([C:13](=[O:14])[NH:15][c:16]3[cH:17][cH:18][c:19]([C:33](=[O:34])[OH:35])[c:20](-[c:22]4[cH:23][cH:24][c:25]([C:28]([N:29]([CH3:30])[CH3:31])=[O:32])[cH:26][cH:27]4)[cH:21]3)[CH2:11][CH2:12]1)[cH:9]2. Starting materials: IC=1C=C(N)C=CC1 (3-iodoaniline), C(OCC)(OCC)OCC (triethyl orthoformate), C(C)(=O)O (acetic acid), C(OCC)(OCC)OCC (triethyl orthoformate), [N+](=O)([O-])CC(=O)OCC (ethyl nitroacetate), C(C)(=O)O (acetic acid). The reagents and catalysts are [Fe] (iron). The product is IC=1C=C(C=CC1)N1C=NC(=C1)C(=O)O (1-(3-Iodo-phenyl)-1H-imidazole-4-carboxylic Acid). Reaction SMILES: [I:1][C:2]1[CH:3]=[C:4]([CH:6]=[CH:7][CH:8]=1)[NH2:5].[CH:9](OCC)(OCC)OCC.[N+:19]([CH2:22]C(OCC)=O)([O-])=O.[C:28]([OH:31])(=[O:30])[CH3:29]>[Fe]>[I:1][C:2]1[CH:3]=[C:4]([N:5]2[CH:9]=[C:29]([C:28]([OH:31])=[O:30])[N:19]=[CH:22]2)[CH:6]=[CH:7][CH:8]=1. Reported procedure: Following the general method described in example 234, 3-iodoaniline was reacted with triethyl orthoformate, ethyl nitroacetate and acetic acid followed by treatment with triethyl orthoformate, iron and acetic acid and subsequent alkaline hydrolysis. The title compound was obtained as an off-white crystalline solid. Mp. 229-230 C (H2O/dioxane), MS: m/e=313(M−H).